Dataset: the Open Reaction Database (ORD), a public repository of structured organic reaction records. Task: describe an organic reaction: reactants, conditions, products, and yield Starting materials: O[Li].O (LiOH.H2O), C(C)OC(CC(=O)N(C)C1=CC=C(C=C1)C1=CC=CC=C1)=O (N-biphenyl-4-yl-N-methyl-malonamic acid ethyl ester), C1CCOC1 (THF), Cl (HCl). The solvent is CO (Methanol), O (H2O), O (water). Run at time 2 hour. Product: C1(=CC=C(C=C1)N(C(CC(=O)O)=O)C)C1=CC=CC=C1 (N-biphenyl-4-yl-N-methyl-malonamic acid). Yield: 95.2%. As a reaction SMILES: O[Li].O.C([O:6][C:7](=[O:25])[CH2:8][C:9]([N:11]([C:13]1[CH:18]=[CH:17][C:16]([C:19]2[CH:24]=[CH:23][CH:22]=[CH:21][CH:20]=2)=[CH:15][CH:14]=1)[CH3:12])=[O:10])C.C1COCC1.Cl>CO.O>[C:16]1([C:19]2[CH:20]=[CH:21][CH:22]=[CH:23][CH:24]=2)[CH:17]=[CH:18][C:13]([N:11]([CH3:12])[C:9](=[O:10])[CH2:8][C:7]([OH:25])=[O:6])=[CH:14][CH:15]=1 |f:0.1|. Procedure: LiOH.H2O (25 mg, 0.58 mmol) was added to a solution of N-biphenyl-4-yl-N-methyl-malonamic acid ethyl ester (116 mg, 0.39 mmol) in a mixture of Methanol (0.6 mL), THF (1.5 mL) and H2O (0.4 mL). The resulting mixture was stirred at ambient temperature for 2 hrs. The reaction mixture was concentrated to get a residue. The residue was diluted with water, acidified with conc. HCl. The precipitate was collected and dried to afford 100 mg (95.24%) of N-biphenyl-4-yl-N-methyl-malonamic acid Starting materials: CC(=O)OC(C)=O, Cc1nnc(N2C(=O)N(C)CCC2O)s1, Cc1ccccc1S(=O)(=O)O, c1ccccc1. Product: CC(=O)OC1CCN(C)C(=O)N1c1nnc(C)s1. RXN SMILES: [CH3:16][C:17](=[O:18])[O:19][C:20](=[O:21])[CH3:22].[CH3:1][c:2]1[n:3][n:4][c:5]([N:7]2[C:8](=[O:15])[N:9]([CH3:14])[CH2:10][CH2:11][CH:12]2[OH:13])[s:6]1.[c:23]1([CH3:24])[c:25]([S:26]([OH:27])(=[O:28])=[O:29])[cH:30][cH:31][cH:32][cH:33]1.[cH:34]1[cH:35][cH:36][cH:37][cH:38][cH:39]1>>[CH3:1][c:2]1[n:3][n:4][c:5]([N:7]2[C:8](=[O:15])[N:9]([CH3:14])[CH2:10][CH2:11][CH:12]2[O:13][C:17]([CH3:16])=[O:18])[s:6]1. The reactants are C(C)(=O)OC(C)=O (acetic anhydride), C(CCC)OC=1C=CC=C([N+]1[O-])C (6-butoxy-α-picoline N-oxide). Solvent: C(C)(=O)O (acetic acid). Run at temperature 135 celsius, time 1 hour. Yields the product C(C)(=O)OCC1=NC(=CC=C1)OCCCC (2-acetoxymethyl-6-butoxypyridine). Isolated yield 35.9%. RXN SMILES: [C:1]([O:4][C:5](=[O:7])[CH3:6])(=O)[CH3:2].[CH2:8]([O:12][C:13]1[CH:14]=[CH:15][CH:16]=C(C)[N+:18]=1[O-])[CH2:9][CH2:10][CH3:11]>C(O)(=O)C>[C:5]([O:4][CH2:1][C:2]1[CH:16]=[CH:15][CH:14]=[C:13]([O:12][CH2:8][CH2:9][CH2:10][CH3:11])[N:18]=1)(=[O:7])[CH3:6]. Procedure details: An amount 60 ml of acetic anhydride was stirred at about 120° C., and a solution of 11.1 g of 6-butoxy-α-picoline N-oxide in 25 ml of glacial acetic acid was dropwise added thereto over about one hour. After the dropwise addition, the mixture was stirred at 135° C. for 4.5 hours, acetic acid and acetic anhydride were removed by concentration under a reduced pressure, the reaction mixture was dissolved in ether, and the remaining acetic acid was neutralized with an aqueous sodium hydrogen carbona... Starting materials: BrC=1C(=NC2=CC=C(C=C2N1)C(=O)OC)C1=CC=CC=C1 (methyl 3-bromo-2-phenylquinoxaline-6-carboxylate), C1(=CC=CC=C1)N1CCNCC1 (1-phenylpiperazine), CCN(C(C)C)C(C)C (DIEA). Solvent: CN(C)C=O (DMF). Conditions: temperature 100 celsius, time 8 hour. Yields the product C1(=CC=CC=C1)C1=NC2=CC=C(C=C2N=C1N1CCN(CC1)C1=CC=CC=C1)C(=O)OC (methyl 2-phenyl-3-(4-phenylpiperazin-1-yl)quinoxaline-6-carboxylate). The yield is 109.9%. Reaction SMILES: Br[C:2]1[C:3]([C:16]2[CH:21]=[CH:20][CH:19]=[CH:18][CH:17]=2)=[N:4][C:5]2[C:10]([N:11]=1)=[CH:9][C:8]([C:12]([O:14][CH3:15])=[O:13])=[CH:7][CH:6]=2.[C:22]1([N:28]2[CH2:33][CH2:32][NH:31][CH2:30][CH2:29]2)[CH:27]=[CH:26][CH:25]=[CH:24][CH:23]=1.CCN(C(C)C)C(C)C>CN(C=O)C>[C:16]1([C:3]2[C:2]([N:31]3[CH2:32][CH2:33][N:28]([C:22]4[CH:27]=[CH:26][CH:25]=[CH:24][CH:23]=4)[CH2:29][CH2:30]3)=[N:11][C:10]3[C:5](=[CH:6][CH:7]=[C:8]([C:12]([O:14][CH3:15])=[O:13])[CH:9]=3)[N:4]=2)[CH:21]=[CH:20][CH:19]=[CH:18][CH:17]=1. Procedure: To a solution of methyl 3-bromo-2-phenylquinoxaline-6-carboxylate (50 mg, 0.15 mmol, 1.00 equiv) in DMF (10 mL) was added 1-phenylpiperazine (50 mg, 0.31 mmol, 2.00 equiv) and DIEA (100 mg, 0.78 mmol, 5.3 equiv). The resulting solution was placed in a 20-mL sealed tube, stirred overnight at 100° C. in an oil bath, then concentrated under vacuum. Purification via silica gel column (ethyl acetate/petroleum ether (1:10)) yielded 70 mg (crude) of methyl 2-phenyl-3-(4-phenylpiperazin-1-yl)quinoxaline... Starting materials: Cn1cc(C=O)c2cc(OCc3ccccc3)ccc21, CCOC(=O)CP(=O)(OCC)OCC, [H-], [Na+], CN(C)C=O. Product: CCOC(=O)C=Cc1cn(C)c2ccc(OCc3ccccc3)cc12. RXN SMILES: [CH2:1]([c:2]1[cH:3][cH:4][cH:5][cH:6][cH:7]1)[O:8][c:9]1[cH:10][c:11]2[c:12]([CH:19]=[O:20])[cH:13][n:14]([CH3:18])[c:15]2[cH:16][cH:17]1.[CH3:21][CH2:22][O:23][C:24](=[O:25])[CH2:26][P:27]([O:28][CH2:29][CH3:30])([O:31][CH2:32][CH3:33])=[O:34].[H-:35].[Na+:36].[O:37]=[CH:38][N:39]([CH3:40])[CH3:41]>>[CH2:1]([c:2]1[cH:3][cH:4][cH:5][cH:6][cH:7]1)[O:8][c:9]1[cH:10][c:11]2[c:12]([CH:19]=[CH:26][C:24]([O:23][CH2:22][CH3:21])=[O:25])[cH:13][n:14]([CH3:18])[c:15]2[cH:16][cH:17]1. Starting materials: [C-]#N, CCOC(C)=O, O=CCCCCCOc1cccc(F)c1, [Na+], O. Product: N#CC(O)CCCCCOc1cccc(F)c1. As a reaction SMILES: [C-:16]#[N:17].[CH3:19][CH2:20][O:21][C:22](=[O:23])[CH3:24].[F:1][c:2]1[cH:3][c:4]([O:5][CH2:6][CH2:7][CH2:8][CH2:9][CH2:10][CH:11]=[O:12])[cH:13][cH:14][cH:15]1.[Na+:18].[OH2:25]>>[F:1][c:2]1[cH:3][c:4]([O:5][CH2:6][CH2:7][CH2:8][CH2:9][CH2:10][CH:11]([OH:12])[C:16]#[N:17])[cH:13][cH:14][cH:15]1. The reactants are FC(C(=O)[O-])(F)F.C(C)(=O)O[C@@]1(C(OCC2=C1C=C1C=3N=C4C(=C(C3CN1C2=O)CC[Si](CCC[NH3+])(C)C)C=CC=C4)=O)CC (trifluoroacetate (4S)-3-{[2-(4-acetoxy-4-ethyl-3,13-dioxo-3,4,12,13-tetrahydro-1H-2-oxa-6,12a-diaza-dibenzo[b,h]fluoren-11-yl)-ethyl]-dimethylsilanyl}-propylammonium), CN(C(=O)Cl)C (dimethylcarbamyl chloride). Product: CN(C(NCCC[Si](CCC1=C2C(=NC=3C4=CC5=C(C(N4CC13)=O)COC([C@@]5(CC)OC(C)=O)=O)C=CC=C2)(C)C)=O)C (acetic acid (4S)-11-(2-{[3-(3,3-dimethylureido)-propyl]-dimethylsilanyl}-ethyl)-4-ethyl-3,13-dioxo-3,4,12,13-tetrahydro-1H-2-oxa-6,12a-diaza-dibenzo[b,h]fluoren-4-yl ester). As a reaction SMILES: FC(F)(F)C([O-])=O.[C:8]([O:11][C@@:12]1([CH2:44][CH3:45])[C:17]2[CH:18]=[C:19]3[N:27]([C:28](=[O:29])[C:16]=2[CH2:15][O:14][C:13]1=[O:43])[CH2:26][C:25]1[C:24]([CH2:30][CH2:31][Si:32]([CH3:38])([CH3:37])[CH2:33][CH2:34][CH2:35][NH3+:36])=[C:23]2[CH:39]=[CH:40][CH:41]=[CH:42][C:22]2=[N:21][C:20]3=1)(=[O:10])[CH3:9].[CH3:46][N:47]([CH3:51])[C:48](Cl)=[O:49]>>[CH3:46][N:47]([CH3:51])[C:48](=[O:49])[NH:36][CH2:35][CH2:34][CH2:33][Si:32]([CH3:37])([CH3:38])[CH2:31][CH2:30][C:24]1[C:25]2[CH2:26][N:27]3[C:19](=[CH:18][C:17]4[C@@:12]([O:11][C:8](=[O:10])[CH3:9])([CH2:44][CH3:45])[C:13](=[O:43])[O:14][CH2:15][C:16]=4[C:28]3=[O:29])[C:20]=2[N:21]=[C:22]2[CH:42]=[CH:41][CH:40]=[CH:39][C:23]=12 |f:0.1|. Procedure details: The required product was prepared according to Procedure E, above, using Compound 21 and dimethylcarbamyl chloride. The required product was obtained in 72% yield.